This data is from the Open Reaction Database (ORD), a public repository of structured organic reaction records. The task is: describe an organic reaction: reactants, conditions, products, and yield Run in CO (methanol), O1CCOCC1 (dioxane). RXN SMILES: [CH3:1][S:2]([CH:5]1[CH2:10][CH2:9][N:8](C(OC(C)(C)C)=O)[CH2:7][CH2:6]1)(=O)=O.[ClH:18]>CO.O1CCOCC1>[ClH:18].[CH3:1][S:2][CH:5]1[CH2:10][CH2:9][NH:8][CH2:7][CH2:6]1 |f:4.5|. The reactants are CS(=O)(=O)C1CCN(CC1)C(=O)OC(C)(C)C (tert-butyl 4-(methylsulfonyl)piperidine-1-carboxylate), Cl (hydrogen chloride). Reported procedure: A solution tert-butyl 4-(methylsulfonyl)piperidine-1-carboxylate (100 mg, 0.38 mmol) in methanol (1 mL) and 4 N hydrogen chloride in dioxane (4 mL) was refluxed for 2 min and then concentrated to provide 4-(methylthio)piperidine hydrochloride salt as a colorless solid. MS (EI) for C6H13NO2S: 163 (M+). Yields the product Cl.CSC1CCNCC1 (4-(methylthio)piperidine hydrochloride salt).